describe an organic reaction: reactants, conditions, products, and yield From a dataset of the Open Reaction Database (ORD), a public repository of structured organic reaction records. RXN SMILES: Br[C:2]1[N:7]=[C:6]([NH:8][C:9](=[O:13])[CH:10]([CH3:12])[CH3:11])[CH:5]=[CH:4][CH:3]=1.CC1(C)C(C)(C)OB([C:22]2[CH2:23][CH2:24][N:25]([C:28]([O:30][C:31]([CH3:34])([CH3:33])[CH3:32])=[O:29])[CH2:26][CH:27]=2)O1>>[C:9]([NH:8][C:6]1[N:7]=[C:2]([C:22]2[CH2:27][CH2:26][N:25]([C:28]([O:30][C:31]([CH3:34])([CH3:33])[CH3:32])=[O:29])[CH2:24][CH:23]=2)[CH:3]=[CH:4][CH:5]=1)(=[O:13])[CH:10]([CH3:12])[CH3:11]. Procedure details: Prepared by Procedure W and Scheme AF using N-(6-bromo-2-pyridinyl)-2-methylpropanamide and tert-butyl 4-(4,4,5,5-tetramethyl-1,3,2-dioxaborolan-2-yl)-3,6-dihydro-1(2H)-pyridinecarboxylate: ESMS m/e: 245.8 (M−100)+. The reactants are BrC1=CC=CC(=N1)NC(C(C)C)=O (N-(6-bromo-2-pyridinyl)-2-methylpropanamide), CC1(OB(OC1(C)C)C=1CCN(CC1)C(=O)OC(C)(C)C)C (tert-butyl 4-(4,4,5,5-tetramethyl-1,3,2-dioxaborolan-2-yl)-3,6-dihydro-1(2H)-pyridinecarboxylate). Yields the product C(C(C)C)(=O)NC1=CC=CC(=N1)C=1CCN(CC1)C(=O)OC(C)(C)C (TERT-BUTYL 4-[6-(ISOBUTYRYLAMINO)-2-PYRIDINYL]-3,6-DIHYDRO-1(2H)-PYRIDINECARBOXYLATE). The reactants are C(C)OP(OCC)(=O)C(C)(P(=O)(C1=CC=CC=C1)OCC)OCC ([1-Ethoxy-1-(ethoxy-phenyl-phosphinoyl)-ethyl]phosphonic acid diethyl ester), Cl (HCl), C(C)OP(OCC)(=O)C(C)(P(=O)(C1=CC=CC=C1)O)O ([1-Hydroxy-1-(hydroxy-phenyl-phosphinoyl)-ethyl] phosphonic acid diethyl ester). Run at temperature 120 celsius. The product is OC(C)(P(=O)(C1=CC=CC=C1)O)P(O)(O)=O ([1-Hydroxy-1-(hydroxy-phenyl-phosphinoyl)-ethyl]-phosphonic acid). Reaction SMILES: C([O:3][P:4]([C:9]([O:22]CC)([P:11]([O:19]CC)([C:13]1[CH:18]=[CH:17][CH:16]=[CH:15][CH:14]=1)=[O:12])[CH3:10])(=[O:8])[O:5]CC)C.Cl.C(OP(C(O)(P(O)(C1C=CC=CC=1)=O)C)(=O)OCC)C>>[OH:22][C:9]([P:4](=[O:3])([OH:5])[OH:8])([P:11]([OH:19])([C:13]1[CH:18]=[CH:17][CH:16]=[CH:15][CH:14]=1)=[O:12])[CH3:10]. Procedure: [1-Ethoxy-1-(ethoxy-phenyl-phosphinoyl)-ethyl]phosphonic acid diethyl ester (7c) (67 mg, 1.9 mmol) was combined with concentrated HCl (2 mL). The solution was heated to reflux (120° C.) for 20 hours. The following morning HPLC indicated that all [1-Hydroxy-1-(hydroxy-phenyl-phosphinoyl)-ethyl] phosphonic acid diethyl ester was gone. Excess HCl was removed under a stream of N2 at 100° C. The residue was placed on the high vac for further drying and then dissolved in 6 mL 1:1 CH3CN/H2O. The soluti...